This data is from the Open Reaction Database (ORD), a public repository of structured organic reaction records. The task is: describe an organic reaction: reactants, conditions, products, and yield The reactants are N#Cc1ccccc1CBr, CN(C)C(=N)N(C)C, COCCOC, O=c1[nH]c(Cl)ncc1F, [I-], [Na+], CN(C)C=O. The product is N#Cc1ccccc1Cn1c(Cl)ncc(F)c1=O. As a reaction SMILES: [Br:20][CH2:21][c:22]1[c:23]([C:24]#[N:25])[cH:26][cH:27][cH:28][cH:29]1.[CH3:12][N:13]([CH3:14])[C:15]([N:16]([CH3:17])[CH3:18])=[NH:19].[CH3:35][O:36][CH2:37][CH2:38][O:39][CH3:40].[F:1][c:2]1[c:3](=[O:9])[nH:4][c:5]([Cl:8])[n:6][cH:7]1.[I-:11].[Na+:10].[O:30]=[CH:31][N:32]([CH3:33])[CH3:34]>>[F:1][c:2]1[c:3](=[O:9])[n:4]([CH2:21][c:22]2[c:23]([C:24]#[N:25])[cH:26][cH:27][cH:28][cH:29]2)[c:5]([Cl:8])[n:6][cH:7]1. The reactants are C(C)(C)N(C(C)C)CC (N,N-diisopropylethylamine), 1-pyridin-3-yl-piperazine, HCl salt, ClC1C(NC2=CC=CC=C12)=O (3-chloro-oxindole), N1=CC=CC=C1 (Pyridine), S(=O)(Cl)Cl (thionyl chloride), ClC=1C=C2C(C(NC2=CC1)=O)(C1=C(C=CC=C1)OC)O (5-chloro-3-hydroxy-3-(2-methoxyphenyl)-1,3-dihydro-indol-2-one). Solvent: ClCCl.C1CCOC1 (dichloromethane THF), ClCCl (dichloromethane). Reaction conditions: temperature 0 celsius, time 45 minute. The product is ClC=1C=C2C(C(NC2=CC1)=O)(N1CCN(CC1)C=1C=NC=CC1)C1=C(C=CC=C1)OC (5-Chloro-3-(2-methoxyphenyl)-3-(4-pyridin-3-yl-piperazin-1-yl)-1,3-dihydro-indol-2-one). Reaction SMILES: [N:1]1[CH:6]=[CH:5][CH:4]=[CH:3][CH:2]=1.S(Cl)(Cl)=O.[Cl:11][C:12]1[CH:13]=[C:14]2[C:18](=[CH:19][CH:20]=1)[NH:17][C:16](=[O:21])[C:15]2(O)[C:22]1[CH:27]=[CH:26][CH:25]=[CH:24][C:23]=1[O:28][CH3:29].[CH:31]([N:34](CC)[CH:35]([CH3:37])C)([CH3:33])C.ClC1C2C(=CC=CC=2)[NH:43]C1=O>ClCCl.ClCCl.C1COCC1>[Cl:11][C:12]1[CH:13]=[C:14]2[C:18](=[CH:19][CH:20]=1)[NH:17][C:16](=[O:21])[C:15]2([C:22]1[CH:27]=[CH:26][CH:25]=[CH:24][C:23]=1[O:28][CH3:29])[N:43]1[CH2:37][CH2:35][N:34]([C:3]2[CH:2]=[N:1][CH:6]=[CH:5][CH:4]=2)[CH2:31][CH2:33]1 |f:6.7|. Procedure: Pyridine (0.18 mL, 2.24 mmol) and thionyl chloride (0.16 mL, 2.24 mmol) were added to a solution of 5-chloro-3-hydroxy-3-(2-methoxyphenyl)-1,3-dihydro-indol-2-one (WO 2005/030755, 0.50 g, 1.73 mmol) in dichloromethane (40 mL) with ice cooling, and stirred for 45 min at 0° C. The reaction solution was quenched with water, while stirring, and the preparation was extracted with dichloromethane. The organic phase was washed with water and saturated sodium chloride solution, dried over sodium sulphat...